This data is from the Open Reaction Database (ORD), a public repository of structured organic reaction records. The task is: describe an organic reaction: reactants, conditions, products, and yield The reactants are COC1=C(NC=C1)C=O (3-Methoxypyrrole-2-carboxaldehyde), Cl (hydrochloric acid), C1(=CC=CC=C1)C=1SC2=C3CC(NC3=CC=C2N1)=O (2-phenyl-6,8-dihydro-thiazolo[5,4-e]indol-7-one), N1CCCCC1 (piperidine). Solvent: CC(C)O (2-propanol), O (water). Yields the product COC1=C(NC=C1)\C=C\1/C(NC2=C1C1=C(N=C(S1)C1=CC=CC=C1)C=C2)=O ((Z)-6,8-dihydro-8-[(3-methoxy-1H-pyrrol-2-yl)methylene]-2-phenyl-7H-pyrrolo[2,3-g]benzothiazol-7-one). As a reaction SMILES: [CH3:1][O:2][C:3]1[CH:7]=[CH:6][NH:5][C:4]=1[CH:8]=O.[C:10]1([C:16]2[S:17][C:18]3[C:26]([N:27]=2)=[CH:25][CH:24]=[C:23]2[C:19]=3[CH2:20][C:21](=[O:28])[NH:22]2)[CH:15]=[CH:14][CH:13]=[CH:12][CH:11]=1.N1CCCCC1.Cl>CC(O)C.O>[CH3:1][O:2][C:3]1[CH:7]=[CH:6][NH:5][C:4]=1/[CH:8]=[C:20]1\[C:21](=[O:28])[NH:22][C:23]2[CH:24]=[CH:25][C:26]3[N:27]=[C:16]([C:10]4[CH:15]=[CH:14][CH:13]=[CH:12][CH:11]=4)[S:17][C:18]=3[C:19]\1=2. Procedure: 3-Methoxypyrrole-2-carboxaldehyde (13mg, 0.105 mmol) (Bellamy, supra) and 2-phenyl-6,8-dihydro-thiazolo[5,4-e]indol-7-one (20 mg, 0.075 mmol) (from Example 5) were suspended in a solution of 10% piperidine in 2-propanol (1 mL). The mixture was heated at reflux for 3 h. The mixture was cooled, poured into water, and the aqueous mixture was made acidic with concentrated hydrochloric acid. The aqueous layer was extracted with ethyl acetate, and the combined organic extracts were washed with water, ... Reactants: CCCCCC(=O)Cl, COC(=O)c1ccc(Cn2ccc3c(N)cccc32)c(OC)c1. Product: CCCCCC(=O)Nc1cccc2c1ccn2Cc1ccc(C(=O)OC)cc1OC. As a reaction SMILES: [C:24]([CH2:25][CH2:26][CH2:27][CH2:28][CH3:29])(=[O:30])[Cl:31].[NH2:1][c:2]1[c:3]2[cH:4][cH:5][n:6]([CH2:11][c:12]3[c:13]([O:22][CH3:23])[cH:14][c:15]([C:16](=[O:17])[O:18][CH3:19])[cH:20][cH:21]3)[c:7]2[cH:8][cH:9][cH:10]1>>[NH:1]([c:2]1[c:3]2[cH:4][cH:5][n:6]([CH2:11][c:12]3[c:13]([O:22][CH3:23])[cH:14][c:15]([C:16](=[O:17])[O:18][CH3:19])[cH:20][cH:21]3)[c:7]2[cH:8][cH:9][cH:10]1)[C:24]([CH2:25][CH2:26][CH2:27][CH2:28][CH3:29])=[O:30]. Starting materials: [H][H] (hydrogen), [OH-].[Na+] (caustic soda), NC(C(C)C)CCCCCCCCC(CC)(C)C1=CC=C(C=C1)N (3-amino-12-(4-aminophenyl)-2,12-dimethyl-tetradecane), NC(C(C)C)CCCCCCCCCC(C)(C)C1=CC=C(C=C1)N (3-amino-13-(4-aminophenyl)-2,13-dimethyltetradecane). Reagents/catalysts: Nishimura catalyst. The solvent is Cl (hydrochloric acid). Product: NC(C(C)C)CCCCCCCCC(CC)(C)C1CCC(CC1)N (3-amino-12-(4-aminocyclohexyl)-2,12-dimethyltetradecane), NC(C(C)C)CCCCCCCCCC(C)(C)C1CCC(CC1)N (3-amino-13-(4-aminocyclohexyl)-2,13-dimethyltetradecane). RXN SMILES: [NH2:1][CH:2]([CH2:6][CH2:7][CH2:8][CH2:9][CH2:10][CH2:11][CH2:12][CH2:13][C:14]([C:18]1[CH:23]=[CH:22][C:21]([NH2:24])=[CH:20][CH:19]=1)([CH3:17])[CH2:15][CH3:16])[CH:3]([CH3:5])[CH3:4].[NH2:25][CH:26]([CH2:30][CH2:31][CH2:32][CH2:33][CH2:34][CH2:35][CH2:36][CH2:37][CH2:38][C:39]([C:42]1[CH:47]=[CH:46][C:45]([NH2:48])=[CH:44][CH:43]=1)([CH3:41])[CH3:40])[CH:27]([CH3:29])[CH3:28].[H][H].[OH-].[Na+]>Cl>[NH2:1][CH:2]([CH2:6][CH2:7][CH2:8][CH2:9][CH2:10][CH2:11][CH2:12][CH2:13][C:14]([CH:18]1[CH2:23][CH2:22][CH:21]([NH2:24])[CH2:20][CH2:19]1)([CH3:17])[CH2:15][CH3:16])[CH:3]([CH3:5])[CH3:4].[NH2:25][CH:26]([CH2:30][CH2:31][CH2:32][CH2:33][CH2:34][CH2:35][CH2:36][CH2:37][CH2:38][C:39]([CH:42]1[CH2:47][CH2:46][CH:45]([NH2:48])[CH2:44][CH2:43]1)([CH3:41])[CH3:40])[CH:27]([CH3:29])[CH3:28] |f:3.4|. Reported procedure: 5.0 parts of a mixture of 3-amino-12-(4-aminophenyl)-2,12-dimethyl-tetradecane and 3-amino-13-(4-aminophenyl)-2,13-dimethyltetradecane in 60 ml 1N aqueous hydrochloric acid, were shaken at room temperature and atmospheric pressure in the presence of 1.0 parts of Nishimura catalyst. After the hydrogen uptaken had ceased at 118% of the theory, the solution was made alkaline with caustic soda. The work up was completed after an ether extraction, filtration, and short path distillation, giving 3.4 p... The reactants are C[Mg]Cl, CC(=O)c1ccccc1C, [Cl-], [NH4+], C1CCOC1. The product is Cc1ccccc1C(C)(C)O. RXN SMILES: [CH3:11][Mg:12][Cl:13].[CH3:1][c:2]1[c:3]([C:8]([CH3:9])=[O:10])[cH:4][cH:5][cH:6][cH:7]1.[Cl-:14].[NH4+:15].[O:16]1[CH2:17][CH2:18][CH2:19][CH2:20]1>>[CH3:1][c:2]1[c:3]([C:8]([CH3:9])([OH:10])[CH3:11])[cH:4][cH:5][cH:6][cH:7]1.